Dataset: the Open Reaction Database (ORD), a public repository of structured organic reaction records. Task: describe an organic reaction: reactants, conditions, products, and yield The reactants are nitro, C(C1=CC=CC=C1)OC=1C(=CC(=C(C(=O)N2C(CCC2)CO)C1)[N+](=O)[O-])OC ((5-Benzyloxy-4-methoxy-2-nitrobenzoyl)-pyrrolidine-2-methanol), [Sn](Cl)Cl (tin (II) chloride). Solvent: CO (methanol). Run at time 8 hour. Product: NC1=C(C(=O)N2C(CCC2)CO)C=C(C(=C1)OC)OCC1=CC=CC=C1 ((2-Amino-5-benzyloxy-4-methoxybenzoyl)-pyrrolidine-2-methanol). As a reaction SMILES: [CH2:1]([O:8][C:9]1[C:10]([O:27][CH3:28])=[CH:11][C:12]([N+:24]([O-])=O)=[C:13]([CH:23]=1)[C:14]([N:16]1[CH2:20][CH2:19][CH2:18][CH:17]1[CH2:21][OH:22])=[O:15])[C:2]1[CH:7]=[CH:6][CH:5]=[CH:4][CH:3]=1.[Sn](Cl)Cl>CO>[NH2:24][C:12]1[CH:11]=[C:10]([O:27][CH3:28])[C:9]([O:8][CH2:1][C:2]2[CH:7]=[CH:6][CH:5]=[CH:4][CH:3]=2)=[CH:23][C:13]=1[C:14]([N:16]1[CH2:20][CH2:19][CH2:18][CH:17]1[CH2:21][OH:22])=[O:15]. Procedure details: A solution of the nitro compound 2 (15.49 g, 40.12 mmol, 1.0 equiv) and tin (II) chloride (45.27 g, 200.64 mol, 5.0 equiv) in methanol (300 mL) was heated at reflux for 4 h. Excess solvent was removed by rotary evaporation under reduced pressure. The residue was treated carefully with a saturated aqueous sodium bicarbonate solution to basify the mixture to pH 9. The resulting suspension was allowed to stir overnight with ethyl acetate (100 mL), and filtrated through Celite to remove precipitated... Starting materials: O=C1CC[C@H](N1)C(=O)OC(C)(C)C (tert-Butyl (S)-5-oxo-2-pyrrolidinecarboxylate), [Li+].C[Si](C)(C)[N-][Si](C)(C)C (LiHMDS), C1=CC=C(C=C1)COC(=O)Cl (Cbz-Cl). Solvent: C1CCOC1 (THF). Conditions: temperature -78 celsius, time 20 minute. Product: O=C1CC[C@H](N1C(=O)OCC1=CC=CC=C1)C(=O)OC(C)(C)C (1-Benzyl 2-tert-butyl (S)-5-oxo-1,2-pyrrolidinedicarboxylate). Yield: 90.0%. Reaction SMILES: [O:1]=[C:2]1[NH:6][C@H:5]([C:7]([O:9][C:10]([CH3:13])([CH3:12])[CH3:11])=[O:8])[CH2:4][CH2:3]1.[Li+].C[Si]([N-][Si](C)(C)C)(C)C.[CH:24]1[CH:29]=[CH:28][C:27]([CH2:30][O:31][C:32](Cl)=[O:33])=[CH:26][CH:25]=1>C1COCC1>[O:1]=[C:2]1[N:6]([C:32]([O:31][CH2:30][C:27]2[CH:28]=[CH:29][CH:24]=[CH:25][CH:26]=2)=[O:33])[C@H:5]([C:7]([O:9][C:10]([CH3:13])([CH3:12])[CH3:11])=[O:8])[CH2:4][CH2:3]1 |f:1.2|. Reported procedure: To a solution of 1a (2.00 g, 10.8 mmol) in 50 mL THF at −78° C., was added LiHMDS (1M THF, 11.9 mL, 11.9 mmol). The mixture was stirred at −78° C. for 20 min, then Cbz-Cl was added, dropwise over 5 min. The mixture was stirred at −78° for 20 min, then quenched with sat. NH4Cl. The mixture was diluted with H2O and extracted with EtOAc (3×). The organic phase was washed with brine, dried (Na2SO4), and concentrated. The crude product was purified by flash chromatography (30 to 35 to 40% EtOAc/hexan... The reactants are C(C)(C)(C)OC(=O)C1=CC=C(C2=CC=CC=C12)NC(=O)NC1=C(C(=CC(=C1)C(C)(C)C)NS(=O)(=O)C)OC (4-[3-(5-tert-butyl-3-methanesulfonylamino-2-methoxy-phenyl)-ureido]-naphthalene-1-carboxylic acid tert-butyl ester). Reagents/catalysts: [Au] (gold). Solvent: C(=O)(C(F)(F)F)O (TFA). Run at time 1 hour. Product: C(C)(C)(C)C=1C=C(C(=C(C1)NC(NC1=CC=C(C2=CC=CC=C12)C(=O)O)=O)OC)NS(=O)(=O)C (4-[3-(5-tert-butyl-3-methanesulfonylamino-2-methoxy-phenyl)-ureido]-naphthalene-1-carboxylic acid). Isolated yield 73.9%. Reaction SMILES: C([O:5][C:6]([C:8]1[C:17]2[C:12](=[CH:13][CH:14]=[CH:15][CH:16]=2)[C:11]([NH:18][C:19]([NH:21][C:22]2[CH:27]=[C:26]([C:28]([CH3:31])([CH3:30])[CH3:29])[CH:25]=[C:24]([NH:32][S:33]([CH3:36])(=[O:35])=[O:34])[C:23]=2[O:37][CH3:38])=[O:20])=[CH:10][CH:9]=1)=[O:7])(C)(C)C>[Au].C(O)(C(F)(F)F)=O>[C:28]([C:26]1[CH:25]=[C:24]([NH:32][S:33]([CH3:36])(=[O:35])=[O:34])[C:23]([O:37][CH3:38])=[C:22]([NH:21][C:19](=[O:20])[NH:18][C:11]2[C:12]3[C:17](=[CH:16][CH:15]=[CH:14][CH:13]=3)[C:8]([C:6]([OH:7])=[O:5])=[CH:9][CH:10]=2)[CH:27]=1)([CH3:31])([CH3:29])[CH3:30]. Procedure: To a 0° C. solution of 10 mL of TFA was added 878 mg (1.9 mmol) of 4-[3-(5-tert-butyl-3-methanesulfonylamino-2-methoxy-phenyl)-ureido]-naphthalene-1-carboxylic acid tert-butyl ester. The clear, light gold reaction was allowed to warm to room temperature, and kept there for 1 h. After this time, the reaction was concentrated in vacuo, and then diluted with toluene. The toluene was then removed in vacuo and the pale white solid was triturated with ether to provide 682 mg (89%) of the title compoun... The reactants are [N+](=O)(O)[O-] (nitric acid), OC1=CC(OC2=CC(=C(C(=C12)C)C)C)=O (4-hydroxy-5,6,7-trimethylcoumarin), C(Cl)(Cl)Cl (chloroform). Run at time 30 minute. Product: CC1=CC=C2C(=CC(OC2=C1C)=O)O (7,8-dimethyl-4-hydroxycoumarin). RXN SMILES: [N+]([O-])(O)=O.[OH:5][C:6]1[C:15]2[C:10](=[CH:11][C:12]([CH3:18])=[C:13](C)[C:14]=2C)[O:9][C:8](=[O:19])[CH:7]=1.[CH:20](Cl)(Cl)Cl>>[CH3:18][C:12]1[C:11]([CH3:20])=[C:10]2[C:15]([C:6]([OH:5])=[CH:7][C:8](=[O:19])[O:9]2)=[CH:14][CH:13]=1. Procedure: Fuming nitric acid (18 ml) was added to a stirred suspension of 4-hydroxy-5,6,7-trimethylcoumarin (m.p. 262°-4°; 3.38g) in chloroform (250 ml) at room temperature over 1.5 hours. After a further 30 minutes, the solvent was removed in vacuo at room temperature and 6N hydrochloric acid (70 ml) added to the residue. Filtration gave the product, m.p. 134°-7°(d), (C12H11NO5 requires C, 57.83; H, 4.45; N, 5.62. Found: C, 57.92; H, 4.57; N, 5.65). The reagents and catalysts are [I-].[Na+] (sodium iodide). Product: BrCCCCCCOC1=CC=C(C#N)C=C1 (4-(6-bromohexyloxy)benzonitrile). Procedure details: A mixture of 23.8 g (0.2 mole) of 4-cyanophenol, 55.3 g (0.4 mole) of milled potassium carbonate, 97.6 g of 1,6-dibromohexane, 0.5 g of sodium iodide and 750 ml of acetone was stirred at reflux for two days. The solid was filtered off and the filtrate concentrated in vacuo. The residue was partitioned between water and methylene dichloride, and the organic phase was dried and concentrated. The residue was distilled to give 40 g of 4-(6-bromohexyloxy)benzonitrile, b.p. 150°-160° C. (0.05 mm). Yield: 70.9%. Run in CC(=O)C (acetone). Reaction SMILES: [C:1]([C:3]1[CH:8]=[CH:7][C:6]([OH:9])=[CH:5][CH:4]=1)#[N:2].C(=O)([O-])[O-].[K+].[K+].[Br:16][CH2:17][CH2:18][CH2:19][CH2:20][CH2:21][CH2:22]Br>[I-].[Na+].CC(C)=O>[Br:16][CH2:17][CH2:18][CH2:19][CH2:20][CH2:21][CH2:22][O:9][C:6]1[CH:7]=[CH:8][C:3]([C:1]#[N:2])=[CH:4][CH:5]=1 |f:1.2.3,5.6|. The reactants are C(#N)C1=CC=C(C=C1)O (4-cyanophenol), C([O-])([O-])=O.[K+].[K+] (potassium carbonate), BrCCCCCCBr (1,6-dibromohexane). The reactants are O=C1N(CCC1)CC(=O)OCC (ethyl 2-oxo-1-pyrrolidineacetate), CN1CCN(CC1)CCCN (3-(4-methyl-1-piperazinyl)propylamine). The product is CN1CCN(CC1)CCCNC(CN1C(CCC1)=O)=O (N-[3-(4-methyl-1-piperazinyl)propyl]-2-oxo-1-pyrrolidineacetamide). RXN SMILES: [O:1]=[C:2]1[CH2:6][CH2:5][CH2:4][N:3]1[CH2:7][C:8]([O:10]CC)=O.[CH3:13][N:14]1[CH2:19][CH2:18][N:17]([CH2:20][CH2:21][CH2:22][NH2:23])[CH2:16][CH2:15]1>>[CH3:13][N:14]1[CH2:19][CH2:18][N:17]([CH2:20][CH2:21][CH2:22][NH:23][C:8](=[O:10])[CH2:7][N:3]2[CH2:4][CH2:5][CH2:6][C:2]2=[O:1])[CH2:16][CH2:15]1. Reported procedure: From 8.5 g. of ethyl 2-oxo-1-pyrrolidineacetate and 10.2 g. of 3-(4-methyl-1-piperazinyl)propylamine [J.A.C.S. 82, 2386 (1960)], following the procedure of Example 9, there is obtained N-[3-(4-methyl-1-piperazinyl)propyl]-2-oxo-1-pyrrolidineacetamide; m.p. 93° C. after recrystallization from cyclohexane. Starting materials: C, CO, O=C(Nc1cc(Oc2ccc([N+](=O)[O-])cc2F)ccn1)N1CCC(CN2CCC2)CC1, C1CCOC1, [Pd]. Product: Nc1ccc(Oc2ccnc(NC(=O)N3CCC(CN4CCC4)CC3)c2)c(F)c1. Reaction SMILES: [C:39].[CH3:37][OH:38].[F:1][c:2]1[c:3]([O:4][c:5]2[cH:6][c:7]([NH:11][C:12](=[O:13])[N:14]3[CH2:15][CH2:16][CH:17]([CH2:20][N:21]4[CH2:22][CH2:23][CH2:24]4)[CH2:18][CH2:19]3)[n:8][cH:9][cH:10]2)[cH:25][cH:26][c:27]([N+:29]([O-:30])=[O:31])[cH:28]1.[O:32]1[CH2:33][CH2:34][CH2:35][CH2:36]1.[Pd:40]>>[F:1][c:2]1[c:3]([O:4][c:5]2[cH:6][c:7]([NH:11][C:12](=[O:13])[N:14]3[CH2:15][CH2:16][CH:17]([CH2:20][N:21]4[CH2:22][CH2:23][CH2:24]4)[CH2:18][CH2:19]3)[n:8][cH:9][cH:10]2)[cH:25][cH:26][c:27]([NH2:29])[cH:28]1.